From a dataset of the Open Reaction Database (ORD), a public repository of structured organic reaction records. describe an organic reaction: reactants, conditions, products, and yield Starting materials: CC1=C(COC=2C=C(C(=O)NC3=CC=C(C=N3)C(=O)OC)C=C(C2)OCC2=C(C=CC=C2)C)C=CC=C1 (Methyl 6-[(3,5-di-(2-methylbenzyloxy)benzoyl)amino]-3-pyridinecarboxylate), CO (methanol), O (water), [OH-].[Na+] (sodium hydroxide). The solvent is C1CCOC1 (THF). The product is CC1=C(COC=2C=C(C(=O)NC3=CC=C(C=N3)C(=O)O)C=C(C2)OCC2=C(C=CC=C2)C)C=CC=C1 (6-[(3,5-Di-(2-methylbenzyloxy)benzoyl)amino]-3-pyridinecarboxylic Acid). Yield: 94.5%. Reaction SMILES: [CH3:1][C:2]1[CH:37]=[CH:36][CH:35]=[CH:34][C:3]=1[CH2:4][O:5][C:6]1[CH:7]=[C:8]([CH:22]=[C:23]([O:25][CH2:26][C:27]2[CH:32]=[CH:31][CH:30]=[CH:29][C:28]=2[CH3:33])[CH:24]=1)[C:9]([NH:11][C:12]1[N:17]=[CH:16][C:15]([C:18]([O:20]C)=[O:19])=[CH:14][CH:13]=1)=[O:10].CO.O.[OH-].[Na+]>C1COCC1>[CH3:33][C:28]1[CH:29]=[CH:30][CH:31]=[CH:32][C:27]=1[CH2:26][O:25][C:23]1[CH:22]=[C:8]([CH:7]=[C:6]([O:5][CH2:4][C:3]2[CH:34]=[CH:35][CH:36]=[CH:37][C:2]=2[CH3:1])[CH:24]=1)[C:9]([NH:11][C:12]1[N:17]=[CH:16][C:15]([C:18]([OH:20])=[O:19])=[CH:14][CH:13]=1)=[O:10] |f:3.4|. Procedure: Methyl 6-[(3,5-di-(2-methylbenzyloxy)benzoyl)amino]-3-pyridinecarboxylate (61 mgs) was stirred at ambient temperature in a mixture of THF (4 ml), methanol (1 ml) and water (1 ml) with 2M sodium hydroxide (0.3 ml, xs). After four hours the solvent was removed, under reduced pressure, water (5 ml) added and the pH adjusted to neutral. This gave a white precipitate which was filtered off, washed with water, dried to give the title compound (56 mgs, 94%). MS [MH]+ 483 Starting materials: C(CC)NC1CC2=CC(=C(C=C2CC1)OC)OC (2-(N-propyl)amino-6,7-dimethoxy tetraline), acid chloride, CC1=CC=C(C(C(=O)OC(C)=O)O)C=C1 (p-methyl-O-acetyl-mandelic acid). Solvent: CC(=O)C (acetone). Reaction conditions: time 30 minute. The product is COC=1C=C2CCCCC2=CC1OC (6,7-dimethoxy tetraline). Yield: 74.0%. Reaction SMILES: C(N[CH:5]1[CH2:14][CH2:13][C:12]2[C:7](=[CH:8][C:9]([O:17][CH3:18])=[C:10]([O:15][CH3:16])[CH:11]=2)[CH2:6]1)CC.CC1C=CC(C(O)C(OC(=O)C)=O)=CC=1>CC(C)=O>[CH3:18][O:17][C:9]1[CH:8]=[C:7]2[C:12](=[CH:11][C:10]=1[O:15][CH3:16])[CH2:13][CH2:14][CH2:5][CH2:6]2. Procedure: 2-(N-propyl)amino-6,7-dimethoxy tetraline (3.69 g; 0.0147 moles) (prepared as indicated in step (a) of Example 2 was dissolved in 43 cc of acetone. To the resulting solution the acid chloride of p-methyl-O-acetyl-mandelic acid (1.45 g; 0.007 moles) was added. The solution was kept at room temperature for 30 minutes and subsequently filtered and concentrated under vacuum. The residue was taken up with methylene chloride and washed with 5% HCl, 5% NaHCO3 and H2O to neutrality. The organic phase wa...